describe an organic reaction: reactants, conditions, products, and yield From a dataset of the Open Reaction Database (ORD), a public repository of structured organic reaction records. The reactants are C(C)OC(CN1C(C(=NC=C1)NCC(C1=NC=CC=C1)(F)F)=O)=O ([3-(2,2-difluoro-2-pyridin-2-yl-ethylamino)-2oxo-2H-pyrazin-1-yl]-acetic acid ethyl ester), [OH-].[Li+] (lithium hydroxide), Cl (HCl). Solvent: CO (methanol), CCOCC (ether). Conditions: time 1 hour. Yields the product FC(CNC=1C(N(C=CN1)CC(=O)O)=O)(C1=NC=CC=C1)F ([3-(2,2-Difluoro-2-pyridin-2-yl-ethylamino)-2-oxo-2H-pyrazin-1-yl]acetic acid). Reaction SMILES: C([O:3][C:4](=[O:24])[CH2:5][N:6]1[CH:11]=[CH:10][N:9]=[C:8]([NH:12][CH2:13][C:14]([F:22])([F:21])[C:15]2[CH:20]=[CH:19][CH:18]=[CH:17][N:16]=2)[C:7]1=[O:23])C.[OH-].[Li+].Cl>CO.CCOCC>[F:22][C:14]([F:21])([C:15]1[CH:20]=[CH:19][CH:18]=[CH:17][N:16]=1)[CH2:13][NH:12][C:8]1[C:7](=[O:23])[N:6]([CH2:5][C:4]([OH:24])=[O:3])[CH:11]=[CH:10][N:9]=1 |f:1.2|. Reported procedure: To a solution of 2.84 g (8.41 mmol) [3-(2,2-difluoro-2-pyridin-2-yl-ethylamino)-2oxo-2H-pyrazin-1-yl]-acetic acid ethyl ester (preparation described in example 17, step K) in 10.0 mL methanol was added 8.83 mL (8.83 mmol) 1.0N lithium hydroxide (aq) and the light yellow solution stirred 1 h at room temperature. The reaction pH was adjusted to 7.0 with a dropwise addition of 1.0N HCl in ether to give a precipitate. The solid was removed by filtration, washed well with water and dried under high v... The reactants are C(C1=CC=CC=C1)(=O)OC (METHYL BENZOATE), HYDROCARBON, C(CCCCC(=O)OC)(=O)OC (DIMETHYL ADIPATE), C(CCC)OC(C1=CC=CC=C1)=O (BENZOIC ACID n_BUTYL ESTER), C(C1=CC=CC=C1)(=O)OCCOCCCC (BUTOXYETHYL BENZOATE), C(CCC)OC(\C=C/C(=O)OCCCC)=O (MALEIC ACID DIBUTYL ESTER), C(CCC)C1=CC=C(C(=O)OCCO)C=C1 (ETHYLENE GLYCOL MONOBUTYL BENZOATE), C(CCC)OC(C=CC(=O)OCCCC)=O (2_BUTENEDIOIC ACID DIBUTYL ESTER), C(C)C(COC(C1=CC=CC=C1)=O)CCCC (BENZOIC ACID 2-ETHYLHEXYL ESTER), BENZOIC ACID BUTYL CELLOSOLVE ESTER 2_ETHYLHEXYL BENZOATE, ESTER, COC(C1=CC=CC=C1)=O (BENZOIC ACID METHYL ESTER), BRANCHED ALIPHATIC HYDROCARBON SOY METHYL ESTER FATTY ACID METHYL ESTER, C(C1=CC=CC=C1)(=O)OCCCCCCCC (OCTYL BENZOATE), C(C1=CC=CC=C1)(=O)OCCCC (BUTYL BENZOATE), C(C1=CC=CC=C1)(=O)[O-] (BENZOATE), C(C1=CC=CC=C1)(=O)OCCCC (n_BUTYL BENZOATE), METHYL ESTER, C(CCC)OC(C1=CC=CC=C1)=O (BENZOIC ACID BUTYL ESTER), FATTY ACID METHYL ESTER, C(\C=C/C(=O)OCCCC)(=O)OCCCC (DIBUTYL MALEATE), BENZOIC ACID ESTER, C(\C=C/C(=O)[O-])(=O)OCCCC (BUTYL MALEATE), BUTYL CELLOSOLVE BENZOATE, C(CCC(=O)OC)(=O)OC (DIMETHYL SUCCINATE), C(C1=CC=CC=C1)(=O)OCCCC (BUTYL BENZOATE), C14-C24 METHYL ESTER. The solvent is CO (METHANOL). Yields the product CCCCCCCCC(C)C (ISOPAR G). Reaction SMILES: [C:1](OC)(=O)[C:2]1[CH:7]=[CH:6][CH:5]=[CH:4][CH:3]=1.[C:11](OC)(=O)[CH2:12][CH2:13]CCC(OC)=O.[C:23](OC)(=O)CCC(OC)=O.C(OCCCC)(=O)/C=C\C(OCCCC)=O.C(OC(=O)C=CC(OCCCC)=O)CCC.C(OCCCC)(=O)/C=C\C([O-])=O.C(OCCCC)(=O)C1C=CC=CC=1.C(OCCOCCCC)(=O)C1C=CC=CC=1.C(C1C=CC(C(OCCO)=O)=CC=1)CCC.C(OCCCCCCCC)(=O)C1C=CC=CC=1.C([O-])(=O)C1C=CC=CC=1.C(C(CCCC)COC(=O)C1C=CC=CC=1)C>CO>[CH3:11][CH2:12][CH2:13][CH2:3][CH2:4][CH2:5][CH2:6][CH2:7][CH:2]([CH3:1])[CH3:23]. Procedure details: SYNTHETIC ISOPARAFFINIC HYDROCARBON(CAS No: 64742—48—9) SYN: BRANCHED ALIPHATIC HYDROCARBON SOY METHYL ESTER FATTY ACID METHYL ESTER(CAS No. 67784—80—9) SYN: C14-C24 METHYL ESTER, FATTY ACID METHYL ESTER, SOYA METHYL ESTER, METHYL SOYATE MB METHYL BENZOATE (CAS No: 93—58—3) SYN: MB, BENZOIC ACID METHYL ESTER, BENZOIC ACID ESTER of METHANOL, NIOBE OIL DBE—DIBASIC ESTER—DUPONT NAME FOR BLEND OF: DIMETHYL GLUTURATE (CAS No: 1119—40—0) DIMETHYL ADIPATE (CAS No: 627—93—0) DIMETHYL SUCCINATE (CAS No: ... Starting materials: ClCCl, CC(C)(C)OC(=O)N(c1cc(-c2cccc(O)c2)nc2c(C=O)cnn12)C1CC1, O=C(O)C(F)(F)F. Yields the product O=Cc1cnn2c(NC3CC3)cc(-c3cccc(O)c3)nc12. RXN SMILES: [CH2:37]([Cl:38])[Cl:39].[CH:1]1([N:4]([C:5](=[O:6])[O:7][C:8]([CH3:9])([CH3:10])[CH3:11])[c:12]2[cH:13][c:14](-[c:23]3[cH:24][c:25]([OH:29])[cH:26][cH:27][cH:28]3)[n:15][c:16]3[n:17]2[n:18][cH:19][c:20]3[CH:21]=[O:22])[CH2:2][CH2:3]1.[F:30][C:31]([F:32])([F:33])[C:34]([OH:35])=[O:36]>>[CH:1]1([NH:4][c:12]2[cH:13][c:14](-[c:23]3[cH:24][c:25]([OH:29])[cH:26][cH:27][cH:28]3)[n:15][c:16]3[n:17]2[n:18][cH:19][c:20]3[CH:21]=[O:22])[CH2:2][CH2:3]1.